Dataset: the Open Reaction Database (ORD), a public repository of structured organic reaction records. Task: describe an organic reaction: reactants, conditions, products, and yield Yield: 89.0%. Conditions: time 24 hour. The reactants are C(C)(=O)O (acetic acid), COC(=O)NN (Hydrazinecarboxylic acid methyl ester), CC(=O)C (acetone), O (Water). The product is COC(=O)NN=C(C)C (N′-Isopropylidene-hydrazine-carboxylic acid methyl ester). As a reaction SMILES: [CH3:1][O:2][C:3]([NH:5][NH2:6])=[O:4].C(O)(=O)C.O.[CH3:12][C:13]([CH3:15])=O>>[CH3:1][O:2][C:3]([NH:5][N:6]=[C:13]([CH3:15])[CH3:12])=[O:4]. Reported procedure: Hydrazinecarboxylic acid methyl ester (5.01 g) were dissolved in acetone (28 mL), and acetic acid (0.0636 mL) was added. The reaction mixture was stirred at room temperature for 24 hours. Water (50 mL) was added, and mixture was extracted three times with DCM (50 mL) and evaporated under vacuum, giving N′-Isopropylidene-hydrazine-carboxylic acid methyl ester (6.45 g, 89%).